From a dataset of the Open Reaction Database (ORD), a public repository of structured organic reaction records. describe an organic reaction: reactants, conditions, products, and yield The product is O=C1C(Cc2ccc(Cl)cc2Cl)CCCN1C1CCCCC1. RXN SMILES: [CH2:32]1[O:33][CH2:34][CH2:35][CH2:36]1.[CH3:2][CH:3]([N-:4][CH:5]([CH3:6])[CH3:7])[CH3:8].[CH3:37][CH2:38][O:39][C:40](=[O:41])[CH3:42].[CH:9]1([N:15]2[C:16](=[O:21])[CH2:17][CH2:18][CH2:19][CH2:20]2)[CH2:10][CH2:11][CH2:12][CH2:13][CH2:14]1.[Cl:22][c:23]1[c:24]([CH2:30][Cl:31])[cH:25][cH:26][c:27]([Cl:29])[cH:28]1.[Li+:1]>>[CH:9]1([N:15]2[C:16](=[O:21])[CH:17]([CH2:30][c:24]3[c:23]([Cl:22])[cH:28][c:27]([Cl:29])[cH:26][cH:25]3)[CH2:18][CH2:19][CH2:20]2)[CH2:10][CH2:11][CH2:12][CH2:13][CH2:14]1. Reactants: C1CCOC1, CC(C)[N-]C(C)C, CCOC(C)=O, O=C1CCCCN1C1CCCCC1, ClCc1ccc(Cl)cc1Cl, [Li+]. Reactants: BrC1=C(C(=C(N)C=C1)F)C(F)(F)F (4-bromo-2-fluoro-3-trifluoromethylaniline), Cl (hydrochloric acid), N(=O)[O-].[Na+] (sodium nitrite). The reagents and catalysts are [Cu]Cl (copper (I) chloride). The solvent is C(C)(=O)O (acetic acid), S(O)(O)(=O)=O (sulphuric acid), O (water). Yields the product BrC1=CC=C(C(=C1C(F)(F)F)F)Cl (6-bromo-3-chloro-2-fluorobenzotrifluoride). Reaction SMILES: N([O-])=O.[Na+].[Br:5][C:6]1[CH:12]=[CH:11][C:9](N)=[C:8]([F:13])[C:7]=1[C:14]([F:17])([F:16])[F:15].[ClH:18]>S(=O)(=O)(O)O.C(O)(=O)C.O.[Cu]Cl>[Br:5][C:6]1[C:7]([C:14]([F:17])([F:16])[F:15])=[C:8]([F:13])[C:9]([Cl:18])=[CH:11][CH:12]=1 |f:0.1|. Procedure details: A solution of sodium nitrite (7.3 g) in concentrated sulphuric acid was added to a stirred cooled solution of 4-bromo-2-fluoro-3-trifluoromethylaniline (27.4 g) in glacial acetic acid while maintaining the temperature below 15° C. The mixture was stirred at 10°-15° C. for one and a half hours then poured into a mixture of copper (I) chloride (10.5 g) in hydrochloric acid (5M). The mixture was stirred for one and a half hours then diluted with water, extracted with ether, washed with aqueous sodi... Starting materials: ClC=1C=C(C=CC1)[C@H](CNC1CC(CCC1)C1=C(OCC(=O)[O-])C=CC=C1)O.[Na+] (Sodium (2R)-(2-[3-[2-(3-chlorophenyl)-2-hydroxyethylamino]cyclohexyl]phenoxy)acetate), [OH-].[Na+] (sodium hydroxide), ClC=1C=C(C=CC1)[C@H](CNC1CC(CCC1)C1=CC(=CC=C1)OCC(=O)OCC)O ((1R)-1-(3-chlorophenyl)-2-[3-(3-ethoxycarbonylmethoxyphenyl)cyclohexylamino]ethanol), Example 11. Run in C(C)O (ethanol). Run at time 2 hour. The product is ClC=1C=C(C=CC1)[C@H](CNC1CC(CCC1)C=1C=C(OCC(=O)O)C=CC1)O ((2R)-(3-[3-[2-(3-chlorophenyl)-2-hydroxyethylamino]cyclohexyl]phenoxy) acetic acid). Isolated yield 81.0%. RXN SMILES: ClC1C=C([C@@H](O)CNC2CCCC(C3C=CC=CC=3OCC([O-])=O)C2)C=CC=1.[Na+].[Cl:30][C:31]1[CH:32]=[C:33]([C@@H:37]([OH:59])[CH2:38][NH:39][CH:40]2[CH2:45][CH2:44][CH2:43][CH:42]([C:46]3[CH:51]=[CH:50][CH:49]=[C:48]([O:52][CH2:53][C:54]([O:56]CC)=[O:55])[CH:47]=3)[CH2:41]2)[CH:34]=[CH:35][CH:36]=1.[OH-].[Na+]>C(O)C>[Cl:30][C:31]1[CH:32]=[C:33]([C@@H:37]([OH:59])[CH2:38][NH:39][CH:40]2[CH2:45][CH2:44][CH2:43][CH:42]([C:46]3[CH:47]=[C:48]([CH:49]=[CH:50][CH:51]=3)[O:52][CH2:53][C:54]([OH:56])=[O:55])[CH2:41]2)[CH:34]=[CH:35][CH:36]=1 |f:0.1,3.4|. Procedure: To a solution of the trans-H compound, (1R)-1-(3-chlorophenyl)-2-[3-(3-ethoxycarbonylmethoxyphenyl)cyclohexylamino]ethanol (hydrochloride), obtained in Example 11 (220 mg) in ethanol (10 ml) there was added 1 N sodium hydroxide solution (2.5 ml), and the mixture was stirred at room temperature for 2 hours. After concentrating the reaction solution under reduced pressure, water (2 ml) was added, and after adding 1 N aqueous solution of hydrochloric acid (2.03 ml) while stirring and cooling on ice... The reactants are C([O-])([O-])=O.[K+].[K+] (potassium carbonate), N1[C@H](C(=O)O)CCC1 (L-proline), BrC=1C=NC=C(C1)Br (3,5-dibromopyridine), OC([C@@H](N)C(=O)NCC(F)(F)F)(C)C (3-hydroxy-N-(2,2,2-trifluoroethyl)-D-valinamide), Cl (HCl). The reagents and catalysts are [Cu]I (copper(I) iodide). Run in CS(=O)C (DMSO). Reaction conditions: temperature 80 celsius. Yields the product BrC=1C=C(C=NC1)N[C@H](C(C)(C)O)C(=O)NCC(F)(F)F (N2-(5-bromopyridin-3-yl)-3-hydroxy-N-(2,2,2-trifluoroethyl)-D-valinamide). As a reaction SMILES: Br[C:2]1[CH:3]=[N:4][CH:5]=[C:6]([Br:8])[CH:7]=1.[OH:9][C:10]([CH3:22])([CH3:21])[C@H:11]([C:13]([NH:15][CH2:16][C:17]([F:20])([F:19])[F:18])=[O:14])[NH2:12].Cl.C(=O)([O-])[O-].[K+].[K+].N1CCC[C@H]1C(O)=O>CS(C)=O.[Cu]I>[Br:8][C:6]1[CH:7]=[C:2]([NH:12][C@@H:11]([C:13]([NH:15][CH2:16][C:17]([F:18])([F:19])[F:20])=[O:14])[C:10]([OH:9])([CH3:21])[CH3:22])[CH:3]=[N:4][CH:5]=1 |f:3.4.5|. Reported procedure: To a mixture of 3,5-dibromopyridine (378 mg, 1.6 mmol), 3-hydroxy-N-(2,2,2-trifluoroethyl)-D-valinamide.HCl I-27b (400 mg, 1.6 mmol), potassium carbonate (882 mg, 6.38 mmol) and L-proline (36.7 mg, 0.319 mmol), in DMSO (5 mL) and degassed with nitrogen was added copper(I) iodide (STREM crushed) (30.4 mg, 0.160 mmol). The reaction was sealed and heated at 80° C. for 64 h. The reaction was quenched into water and extracted with DCM. The organic layer was washed with aq. NaHCO3, dried over sodium s... Starting materials: C(C)(C)(C)OC(=O)N[C@@H](CCC(=O)OC)C(=O)NCC1=CC=C(C=C1)I ((S)-methyl 4-(tert-butoxycarbonylamino)-5-(4-iodobenzylamino)-5-oxopentanoate). As a reaction SMILES: C(OC([NH:8][C@H:9]([C:16]([NH:18][CH2:19][C:20]1[CH:25]=[CH:24][C:23]([I:26])=[CH:22][CH:21]=1)=[O:17])[CH2:10][CH2:11][C:12]([O:14][CH3:15])=[O:13])=O)(C)(C)C>C(Cl)Cl.C(O)(C(F)(F)F)=O>[NH2:8][C@H:9]([C:16]([NH:18][CH2:19][C:20]1[CH:21]=[CH:22][C:23]([I:26])=[CH:24][CH:25]=1)=[O:17])[CH2:10][CH2:11][C:12]([O:14][CH3:15])=[O:13]. Product: N[C@@H](CCC(=O)OC)C(=O)NCC1=CC=C(C=C1)I ((S)-methyl 4-amino-5-(4-iodobenzylamino)-5-oxopentanoate). Procedure details: A solution of (S)-methyl 4-(tert-butoxycarbonylamino)-5-(4-iodobenzylamino)-5-oxopentanoate (2.129 g, 4.47 mmol) in DCM (15 mL) and TFA (10 mL) was stirred at room temperature for 4 h. After the solvent was evaporated, the reaction mixture was diluted with DCM, washed with sat. K2CO3 aqueous solution and concentrated in vacuo to afford (S)-methyl 4-amino-5-(4-iodobenzylamino)-5-oxopentanoate (1.67 g). A solution of (S)-methyl 4-amino-5-(4-iodobenzylamino)-5-oxopentanoate (1.67 g), Boc-Glu(OMe)—O... The yield is 99.3%. Run in C(Cl)Cl (DCM), C(=O)(C(F)(F)F)O (TFA).